This data is from the Open Reaction Database (ORD), a public repository of structured organic reaction records. The task is: describe an organic reaction: reactants, conditions, products, and yield Reactants: NC1=NC=C(C(=N1)N)CC1=CC(=C(C2=C1C=C(O2)CO)OC)OC ([4-(2,4-Diamino-pyrimidin-5-ylmethyl)-6,7-dimethoxy-benzofuran-2-yl]-methanol). The reagents and catalysts are [O-2].[Mn+2] (Manganese oxide). Solvent: C(Cl)(Cl)Cl (chloroform). Run at temperature 45 celsius. Yields the product NC1=NC=C(C(=N1)N)CC1=CC(=C(C2=C1C=C(O2)C=O)OC)OC (4-(2,4-diamino-pyrimidin-5-ylmethyl)-6,7-dimethoxy-benzofuran-2-carbaldehyde). Yield: 59.8%. RXN SMILES: [NH2:1][C:2]1[N:7]=[C:6]([NH2:8])[C:5]([CH2:9][C:10]2[C:15]3[CH:16]=[C:17]([CH2:19][OH:20])[O:18][C:14]=3[C:13]([O:21][CH3:22])=[C:12]([O:23][CH3:24])[CH:11]=2)=[CH:4][N:3]=1>C(Cl)(Cl)Cl.[O-2].[Mn+2]>[NH2:1][C:2]1[N:7]=[C:6]([NH2:8])[C:5]([CH2:9][C:10]2[C:15]3[CH:16]=[C:17]([CH:19]=[O:20])[O:18][C:14]=3[C:13]([O:21][CH3:22])=[C:12]([O:23][CH3:24])[CH:11]=2)=[CH:4][N:3]=1 |f:2.3|. Procedure details: To a solution of [4-(2,4-Diamino-pyrimidin-5-ylmethyl)-6,7-dimethoxy-benzofuran-2-yl]-methanol (1 eq, 2.74 g, 8.3 mmol) in chloroform, Manganese oxide (10 eq, 7.22 g, 83 mmol) was added at room temperature under Argon. The reaction mixture was heated at 45° C. After completion of the reaction, the hot mixture is filtered and the manganese oxide residue is washed with hot acetonitrile. The filtrate is evaporated to give 4-(2,4-diamino-pyrimidin-5-ylmethyl)-6,7-dimethoxy-benzofuran-2-carbaldehyde ...